From a dataset of the Open Reaction Database (ORD), a public repository of structured organic reaction records. describe an organic reaction: reactants, conditions, products, and yield Starting materials: C(=O)(OCC1=CC=CC=C1)N(CCN)C(=O)OCC1=CC=CC=C1 (N,N-Bis-Carbobenzyloxyethylenediamine), Cl (HCl). Solvent: C(C)(=O)O (acetic acid). Conditions: time 8 hour. Product: Cl.C(=O)(OCC1=CC=CC=C1)NCCN (N-Carbobenzyloxyethylenediamine Hydrochloride). As a reaction SMILES: [C:1]([N:11](C(OCC1C=CC=CC=1)=O)[CH2:12][CH2:13][NH2:14])([O:3][CH2:4][C:5]1[CH:10]=[CH:9][CH:8]=[CH:7][CH:6]=1)=[O:2].[ClH:25]>C(O)(=O)C>[ClH:25].[C:1]([NH:11][CH2:12][CH2:13][NH2:14])([O:3][CH2:4][C:5]1[CH:10]=[CH:9][CH:8]=[CH:7][CH:6]=1)=[O:2] |f:3.4|. Procedure: N,N-Bis-Carbobenzyloxyethylenediamine 11 (23.91 g, 72.8 mmol) in glacial acetic acid (100 mL) was treated with 12M HCl (12.1 mL, 2 equiv). The stirred mixture was heated at reflux for 1 h and then left to stand at rt overnight. A small amount of solid was removed by filtration and the filtrate was diluted with ether (700 mL) and left to stand at rt for 2 h. The resulting white solid product was collected by filtration, washed repeatedly with ether, and dried in a vacuum dessicator overnight (9.2...